This data is from the Open Reaction Database (ORD), a public repository of structured organic reaction records. The task is: describe an organic reaction: reactants, conditions, products, and yield The reactants are N1C(NCC1)=O (imidazolidin-2-one), ClC=1N=NC(=CC1)C1=CC=C(C=C1)C#N (3-chloro-6-(4-cyano-phenyl)-pyridazine), C(Cl)Cl.CO (methylene chloride methanol). Run in CS(=O)C (dimethylsulphoxide). Yields the product C(#N)C1=CC=C(C=C1)C1=CC=C(N=N1)N1C(NCC1)=O (1-[6-(4-cyano-phenyl)-3-pyridazinyl]-imidazolidin-2-one). As a reaction SMILES: [NH:1]1[CH2:5][CH2:4][NH:3][C:2]1=[O:6].Cl[C:8]1[N:9]=[N:10][C:11]([C:14]2[CH:19]=[CH:18][C:17]([C:20]#[N:21])=[CH:16][CH:15]=2)=[CH:12][CH:13]=1.C(Cl)Cl.CO>CS(C)=O>[C:20]([C:17]1[CH:18]=[CH:19][C:14]([C:11]2[N:10]=[N:9][C:8]([N:1]3[CH2:5][CH2:4][NH:3][C:2]3=[O:6])=[CH:13][CH:12]=2)=[CH:15][CH:16]=1)#[N:21] |f:2.3|. Procedure: Prepared from imidazolidin-2-one and 3-chloro-6-(4-cyano-phenyl)-pyridazine in dimethylsulphoxide Rf value: 0.30 (silica gel; methylene chloride/methanol=19:1) The reactants are OC1=C(C=C(C=O)C=C1)OC (4-hydroxy-3-methoxybenzaldehyde), BrCC(=O)NC1=CC=C(C=C1)Br (2-bromo-N-(4-bromophenyl)acetamide), C([O-])([O-])=O.[K+].[K+] (potassium carbonate), C(CC)#N (propionitrile). Solvent: C(C)(=O)OCC (ethyl acetate). Run at temperature 80 celsius, time 1 day. Product: O(C1=CC=CC=C1)CC(=O)N (phenoxyacetamide). Yield: 190.0%. Reaction SMILES: O[C:2]1[CH:9]=[CH:8][C:5](C=O)=[CH:4][C:3]=1[O:10][CH3:11].BrC[C:14]([NH:16]C1C=CC(Br)=CC=1)=[O:15].C(=O)([O-])[O-].[K+].[K+].C(#N)CC>C(OCC)(=O)C>[O:10]([CH2:11][C:14]([NH2:16])=[O:15])[C:3]1[CH:2]=[CH:9][CH:8]=[CH:5][CH:4]=1 |f:2.3.4|. Procedure: To 4-hydroxy-3-methoxybenzaldehyde (2.02 g, 13.3 mmol), 2-bromo-N-(4-bromophenyl)acetamide (3.00 g, 10.2 mmol) and potassium carbonate (2.12 g, 15.4 mmol) was added propionitrile (10 ml), and the mixture was stirred at 80° C. for one day. The reaction mixture was diluted with ethyl acetate, washed with saturated brine, and dried over anhydrous sodium sulfate. The solvent was evaporated under reduced pressure, and the obtained residue was purified by alumina column chromatography (developing solv... The reactants are O=Cc1cc(Br)cs1, COCCOC, OB(O)c1cccnc1F, [Na+], [Na+], O=C([O-])[O-], O, c1ccc(P(c2ccccc2)(c2ccccc2)[Pd](P(c2ccccc2)(c2ccccc2)c2ccccc2)(P(c2ccccc2)(c2ccccc2)c2ccccc2)P(c2ccccc2)(c2ccccc2)c2ccccc2)cc1. The product is O=Cc1cc(-c2cccnc2F)cs1. RXN SMILES: [Br:1][c:2]1[cH:3][c:4]([CH:7]=[O:8])[s:5][cH:6]1.[CH3:25][O:26][CH2:27][CH2:28][O:29][CH3:30].[F:9][c:10]1[n:11][cH:12][cH:13][cH:14][c:15]1[B:16]([OH:17])[OH:18].[Na+:19].[Na+:20].[O-:21][C:22](=[O:23])[O-:24].[OH2:31].[cH:32]1[cH:33][cH:34][c:35]([P:36]([Pd:37]([P:38]([c:39]2[cH:40][cH:41][cH:42][cH:43][cH:44]2)([c:45]2[cH:46][cH:47][cH:48][cH:49][cH:50]2)[c:51]2[cH:52][cH:53][cH:54][cH:55][cH:56]2)([P:57]([c:58]2[cH:59][cH:60][cH:61][cH:62][cH:63]2)([c:64]2[cH:65][cH:66][cH:67][cH:68][cH:69]2)[c:70]2[cH:71][cH:72][cH:73][cH:74][cH:75]2)[P:76]([c:77]2[cH:78][cH:79][cH:80][cH:81][cH:82]2)([c:83]2[cH:84][cH:85][cH:86][cH:87][cH:88]2)[c:89]2[cH:90][cH:91][cH:92][cH:93][cH:94]2)([c:95]2[cH:96][cH:97][cH:98][cH:99][cH:100]2)[c:101]2[cH:102][cH:103][cH:104][cH:105][cH:106]2)[cH:107][cH:108]1>>[c:2]1(-[c:15]2[c:10]([F:9])[n:11][cH:12][cH:13][cH:14]2)[cH:3][c:4]([CH:7]=[O:8])[s:5][cH:6]1. Starting materials: Cl (hydrochloric acid), FC=1C=C(CN2C(=NC=C2)S)C=C(C1)F (1-(3,5-Difluorobenzyl)-2-mercaptoimidazole), ClCC(=O)O (chloroacetic acid), [OH-].[K+] (potassium hydroxide). Reported procedure: 1-(3,5-Difluorobenzyl)-2-mercaptoimidazole (2.26 g, 0.010 mole) and chloroacetic acid (0.95 g, 0.010 mole) were dissolved in a mixture of dimethylformamide (10 ml) and water (0.5 ml), and potassium hydroxide (1.12 g, 0.020 mole) in water (10 ml) was added dropwise with stirring at ambient temperature over 30 minutes. Stirring at ambient temperature was continued for five hours. The solution was then diluted with water (10 ml) and acidified with concentrated hydrochloric acid. A trace of precipit... Yield: 41.5%. Run at time 30 minute. The product is C(=O)(O)CSC=1N(C=CN1)CC1=CC(=CC(=C1)F)F (2-(carboxymethylthio)-1-(3,5-difluorobenzyl)imidazole). Run in O (water), CN(C=O)C (dimethylformamide), O (water), O (water). Reaction SMILES: [F:1][C:2]1[CH:3]=[C:4]([CH:12]=[C:13]([F:15])[CH:14]=1)[CH2:5][N:6]1[CH:10]=[CH:9][N:8]=[C:7]1[SH:11].Cl[CH2:17][C:18]([OH:20])=[O:19].[OH-].[K+].Cl>CN(C)C=O.O>[C:18]([CH2:17][S:11][C:7]1[N:6]([CH2:5][C:4]2[CH:3]=[C:2]([F:1])[CH:14]=[C:13]([F:15])[CH:12]=2)[CH:10]=[CH:9][N:8]=1)([OH:20])=[O:19] |f:2.3|. The reactants are C(C1=CC=CC=C1)O[C@@H](C[C@@H](C)O)C ((2R, 4R)-4-benzyloxy-2-pentanol), [I-].CCCCC (pentane iodide). The product is C(CCCC)O[C@@H](C[C@@H](C)O)C ((2R, 4R)-4-pentyloxy-2-pentanol). Isolated yield 42.3%. Reaction SMILES: [CH2:1]([O:8][C@H:9]([CH3:14])[CH2:10][C@H:11]([OH:13])[CH3:12])[C:2]1C=C[CH:5]=[CH:4][CH:3]=1.[I-].CCCCC>>[CH2:1]([O:8][C@H:9]([CH3:14])[CH2:10][C@H:11]([OH:13])[CH3:12])[CH2:2][CH2:3][CH2:4][CH3:5] |f:1.2|. Procedure details: 2.90 g of the (2R, 4R)-4-benzyloxy-2-pentanol produced in Example 99 i) and 2.90 g of pentane iodide were subjected to the same procedure as in Example 99 i) to obtain 1.10 g of (2R, 4R)-4-pentyloxy-2-pentanol.